From a dataset of the Open Reaction Database (ORD), a public repository of structured organic reaction records. describe an organic reaction: reactants, conditions, products, and yield Reactants: C(C)(C)(C)OC(C(CC1=CC=C(C=C1)OCC1=CC(=CC=C1)NC(=O)OC(C)(C)C)NC(C(CC(C)C)NC(=O)N1CCCCCC1)=O)=O (2-{2-[(Azepane-1-carbonyl)-amino]-4-methyl-pentanoylamino}-3-[4-(3-tert-butoxycarbonylamino-benzyloxy)-phenyl]-propionic acid tert-butyl ester), FC(C(=O)O)(F)F (trifluoroacetic acid). The solvent is C(Cl)Cl (CH2Cl2). Reaction conditions: time 30 minute. The product is C(C)(C)(C)OC(C(CC1=CC=C(C=C1)OCC1=CC(=CC=C1)N)NC(C(CC(C)C)NC(=O)N1CCCCCC1)=O)=O (3-[4-(3-Amino-benzyloxy)-phenyl]-2-{2-[(azepane-1-carbonyl)-amino]-4-methyl-pentanoylamino}-propionic acid tert-butyl ester). Reaction SMILES: [C:1]([O:5][C:6](=[O:49])[CH:7]([NH:31][C:32](=[O:48])[CH:33]([NH:38][C:39]([N:41]1[CH2:47][CH2:46][CH2:45][CH2:44][CH2:43][CH2:42]1)=[O:40])[CH2:34][CH:35]([CH3:37])[CH3:36])[CH2:8][C:9]1[CH:14]=[CH:13][C:12]([O:15][CH2:16][C:17]2[CH:22]=[CH:21][CH:20]=[C:19]([NH:23]C(OC(C)(C)C)=O)[CH:18]=2)=[CH:11][CH:10]=1)([CH3:4])([CH3:3])[CH3:2].FC(F)(F)C(O)=O>C(Cl)Cl>[C:1]([O:5][C:6](=[O:49])[CH:7]([NH:31][C:32](=[O:48])[CH:33]([NH:38][C:39]([N:41]1[CH2:42][CH2:43][CH2:44][CH2:45][CH2:46][CH2:47]1)=[O:40])[CH2:34][CH:35]([CH3:37])[CH3:36])[CH2:8][C:9]1[CH:14]=[CH:13][C:12]([O:15][CH2:16][C:17]2[CH:22]=[CH:21][CH:20]=[C:19]([NH2:23])[CH:18]=2)=[CH:11][CH:10]=1)([CH3:3])([CH3:4])[CH3:2]. Procedure: The product from Example 28 was dissolved in CH2Cl2 and treated with trifluoroacetic acid. The reaction mixture was stirred at room temperature for 30 minutes. The reaction mixture was concentrated and purified to give the title compound. Starting materials: Cc1cc(C)c(S(=O)(=O)n2cccc2CO)c(C)c1, ClC(Cl)Cl, O=S(Cl)Cl. The product is Cc1cc(C)c(S(=O)(=O)n2cccc2CCl)c(C)c1. As a reaction SMILES: [CH3:1][c:2]1[c:3]([S:10](=[O:11])(=[O:12])[n:13]2[c:14]([CH2:18][OH:19])[cH:15][cH:16][cH:17]2)[c:4]([CH3:9])[cH:5][c:6]([CH3:8])[cH:7]1.[Cl:24][CH:25]([Cl:26])[Cl:27].[S:20]([Cl:21])([Cl:22])=[O:23]>>[CH3:1][c:2]1[c:3]([S:10](=[O:11])(=[O:12])[n:13]2[c:14]([CH2:18][Cl:22])[cH:15][cH:16][cH:17]2)[c:4]([CH3:9])[cH:5][c:6]([CH3:8])[cH:7]1. The reactants are CC=1NC2=CC=C(C(=C2C1)C(F)(F)F)C#N (2-methyl-4-(trifluoromethyl)-1H-indole-5-carbonitrile), ClCC=1N=CSC1 (4-(chloromethyl)-1,3-thiazole). The product is CC=1N(C2=CC=C(C(=C2C1)C(F)(F)F)C#N)CC=1N=CSC1 (2-Methyl-1-(1,3-thiazol-4-ylmethyl)-4-(trifluoromethyl)-1H-indole-5-carbonitrile). RXN SMILES: [CH3:1][C:2]1[NH:3][C:4]2[C:9]([CH:10]=1)=[C:8]([C:11]([F:14])([F:13])[F:12])[C:7]([C:15]#[N:16])=[CH:6][CH:5]=2.Cl[CH2:18][C:19]1[N:20]=[CH:21][S:22][CH:23]=1>>[CH3:1][C:2]1[N:3]([CH2:18][C:19]2[N:20]=[CH:21][S:22][CH:23]=2)[C:4]2[C:9]([CH:10]=1)=[C:8]([C:11]([F:12])([F:14])[F:13])[C:7]([C:15]#[N:16])=[CH:6][CH:5]=2. Reported procedure: Synthesized as described in Example 4 using 2-methyl-4-(trifluoromethyl)-1H-indole-5-carbonitrile and 4-(chloromethyl)-1,3-thiazole: 1H NMR (400 MHz, CDCl3) δ 8.80 (d, J=2.0 Hz, 1H), 7.50 (m, 2H), 6.75 (s, 1H), 6.64 (s, 1H), 5.50 (s, 2H), 2.53 (s, 3H); MS (ES) m/z 322 (M+1). Starting materials: C1CCOC1, COc1ccc(C(=O)O)cc1-c1ccccc1, Cc1ccc(N)cc1-c1ccc(C(=O)NCC2CC2)cc1. Product: COc1ccc(C(=O)Nc2ccc(C)c(-c3ccc(C(=O)NCC4CC4)cc3)c2)cc1-c1ccccc1. As a reaction SMILES: [CH2:39]1[O:40][CH2:41][CH2:42][CH2:43]1.[CH3:22][O:23][c:24]1[c:25](-[c:33]2[cH:34][cH:35][cH:36][cH:37][cH:38]2)[cH:26][c:27]([C:28](=[O:29])[OH:30])[cH:31][cH:32]1.[NH2:1][c:2]1[cH:3][cH:4][c:5]([CH3:21])[c:6](-[c:8]2[cH:9][cH:10][c:11]([C:14](=[O:15])[NH:16][CH2:17][CH:18]3[CH2:19][CH2:20]3)[cH:12][cH:13]2)[cH:7]1>>[NH:1]([c:2]1[cH:3][cH:4][c:5]([CH3:21])[c:6](-[c:8]2[cH:9][cH:10][c:11]([C:14](=[O:15])[NH:16][CH2:17][CH:18]3[CH2:19][CH2:20]3)[cH:12][cH:13]2)[cH:7]1)[C:28]([c:27]1[cH:26][c:25](-[c:33]2[cH:34][cH:35][cH:36][cH:37][cH:38]2)[c:24]([O:23][CH3:22])[cH:32][cH:31]1)=[O:29]. Reactants: C(C)OC(=O)N1[C@H](C[C@H](C2=NC(=CC=C12)OC)NC(=O)O[C@@H](C)C1=CC=CC=C1)CC ((2S,4R)-2-ethyl-6-methoxy-4-[(S)-1-phenylethoxycarbonylamino]-3,4-dihydro-2H-[1,5]naphthyridine-1-carboxylic acid ethyl ester). Reagents/catalysts: [Pd] (palladium/carbon). Run in C(C)O (ethanol). Reaction conditions: time 3 hour. Yields the product C(C)OC(=O)N1[C@H](C[C@H](C2=NC(=CC=C12)OC)N)CC ((2S,4R)-4-amino-2-ethyl-6-methoxy-3,4-dihydro-2H-[1,5]naphthyridine-1-carboxylic acid ethyl ester). Yield: 94.7%. As a reaction SMILES: [CH2:1]([O:3][C:4]([N:6]1[C:15]2[C:10](=[N:11][C:12]([O:16][CH3:17])=[CH:13][CH:14]=2)[C@H:9]([NH:18]C(O[C@H](C2C=CC=CC=2)C)=O)[CH2:8][C@@H:7]1[CH2:30][CH3:31])=[O:5])[CH3:2]>C(O)C.[Pd]>[CH2:1]([O:3][C:4]([N:6]1[C:15]2[C:10](=[N:11][C:12]([O:16][CH3:17])=[CH:13][CH:14]=2)[C@H:9]([NH2:18])[CH2:8][C@@H:7]1[CH2:30][CH3:31])=[O:5])[CH3:2]. Reported procedure: Ten % palladium/carbon (100 mg) is added to a solution (10 ml) of (2S,4R)-2-ethyl-6-methoxy-4-[(S)-1-phenylethoxycarbonylamino]-3,4-dihydro-2H-[1,5]naphthyridine-1-carboxylic acid ethyl ester (1.00 g) in ethanol, and the mixture is stirred for 3 hours under hydrogen. Palladium/carbon is removed by filtration, and the filtrate is concentrated under reduced pressure to give (2S,4R)-4-amino-2-ethyl-6-methoxy-3,4-dihydro-2H-[1,5]naphthyridine-1-carboxylic acid ethyl ester (619 mg). MS (m/z): 280 [M+... The reactants are CCOC(=O)CC1OB(O)c2cc(OC3CCCCO3)cc(F)c21, C1CCOC1. The product is CCOC(=O)CC1OB(O)c2cc(O)cc(F)c21. RXN SMILES: [CH2:1]([CH3:2])[O:3][C:4]([CH2:5][CH:6]1[c:7]2[c:8]([cH:12][c:13]([O:17][CH:18]3[CH2:19][CH2:20][CH2:21][CH2:22][O:23]3)[cH:14][c:15]2[F:16])[B:9]([OH:11])[O:10]1)=[O:24].[CH2:25]1[O:26][CH2:27][CH2:28][CH2:29]1>>[CH2:1]([CH3:2])[O:3][C:4]([CH2:5][CH:6]1[c:7]2[c:8]([cH:12][c:13]([OH:17])[cH:14][c:15]2[F:16])[B:9]([OH:11])[O:10]1)=[O:24]. The reactants are COC(=O)c1cc(-c2c(Br)cnn2C)c(C)s1, CB1OB(C)OB(C)O1, CN(C)C=O, [K+], [K+], O=C([O-])[O-]. Product: COC(=O)c1cc(-c2c(C)cnn2C)c(C)s1. Reaction SMILES: [Br:1][c:2]1[cH:3][n:4][n:5]([CH3:17])[c:6]1-[c:7]1[cH:8][c:9]([C:13](=[O:14])[O:15][CH3:16])[s:10][c:11]1[CH3:12].[CH3:18][B:19]1[O:20][B:21]([CH3:22])[O:23][B:24]([CH3:25])[O:26]1.[CH3:33][N:34]([CH3:35])[CH:36]=[O:37].[K+:27].[K+:28].[O-:29][C:30]([O-:31])=[O:32]>>[c:2]1([CH3:18])[cH:3][n:4][n:5]([CH3:17])[c:6]1-[c:7]1[cH:8][c:9]([C:13](=[O:14])[O:15][CH3:16])[s:10][c:11]1[CH3:12]. Reported procedure: 80 mg (0.10 mmol) of the compound of Example 75A were stirred in 0.8 ml of trifluoroacetic acid at 90° C. for 60 min. The reaction was then concentrated under reduced pressure and the residue was purified by preparative HPLC (Method 34). This gave 49 mg (90% of theory) of the title compound. Reaction SMILES: [C:1]([C:3]1[CH:4]=[C:5]([CH:38]=[C:39]([S:41]([F:46])([F:45])([F:44])([F:43])[F:42])[CH:40]=1)[C:6]([NH:8][C:9]1[CH:14]=[CH:13][C:12]([CH3:15])=[C:11]([N:16]2[C:23]3[N:19]([N:20]=[C:21]([C:24]4[CH:25]=[N:26][N:27](CC5C=CC(OC)=CC=5)[CH:28]=4)[CH:22]=3)[CH:18]=[CH:17]2)[CH:10]=1)=[O:7])#[N:2]>FC(F)(F)C(O)=O>[C:1]([C:3]1[CH:4]=[C:5]([CH:38]=[C:39]([S:41]([F:46])([F:43])([F:42])([F:44])[F:45])[CH:40]=1)[C:6]([NH:8][C:9]1[CH:14]=[CH:13][C:12]([CH3:15])=[C:11]([N:16]2[C:23]3[N:19]([N:20]=[C:21]([C:24]4[CH:25]=[N:26][NH:27][CH:28]=4)[CH:22]=3)[CH:18]=[CH:17]2)[CH:10]=1)=[O:7])#[N:2]. Reactants: C(#N)C=1C=C(C(=O)NC2=CC(=C(C=C2)C)N2C=CN3N=C(C=C32)C=3C=NN(C3)CC3=CC=C(C=C3)OC)C=C(C1)S(F)(F)(F)(F)F (3-Cyano-N-(3-{6-[1-(4-methoxybenzyl)-1H-pyrazol-4-yl]-1H-imidazo[1,2-b]pyrazol-1-yl}-4-methylphenyl)-5-(pentafluoro-λ6-sulphanyl)benzamide). Product: C(#N)C=1C=C(C(=O)NC2=CC(=C(C=C2)C)N2C=CN3N=C(C=C32)C=3C=NNC3)C=C(C1)S(F)(F)(F)(F)F (3-Cyano-N-{4-methyl-3-[6-(1H-pyrazol-4-yl)-1H-imidazo[1,2-b]pyrazol-1-yl]phenyl}-5-(pentafluoro-λ6-sulphanyl)benzamide). The solvent is FC(C(=O)O)(F)F (trifluoroacetic acid). Reactants: ClC(COC(=O)Cl)(Cl)Cl (2,2,2-trichloroethylchloroformate), N1=CC=CC=C1 (pyridine), C(C)#N (acetonitrile), C1(C=2C(C(N1C1[C@@H]3N(C(C(S3)(C)C)C(=O)O)C1=O)=O)=CC=CC2)=O (6-phthalimido-2,2-dimethyl-penam-3-carboxylic acid). Solvent: CN(C=O)C (dimethyl formamide). Yields the product C1(C=2C(C(N1C1[C@@H]3N(C(C(S3)(C)C)C(=O)OCC(Cl)(Cl)Cl)C1=O)=O)=CC=CC2)=O (2,2,2-Trichloroethyl 6-phthalimido-2,2-dimethyl-penam-3-carboxylate). RXN SMILES: [Cl:1][C:2]([Cl:9])([Cl:8])[CH2:3][O:4][C:5](Cl)=[O:6].C(#N)C.[C:13]1(=[O:36])[N:17]([CH:18]2[C:29](=[O:30])[N:20]3[CH:21](C(O)=O)[C:22]([CH3:25])([CH3:24])[S:23][C@H:19]23)[C:16](=[O:31])[C:15]2=[CH:32][CH:33]=[CH:34][CH:35]=[C:14]12.N1C=CC=CC=1>CN(C)C=O>[C:16]1(=[O:31])[N:17]([CH:18]2[C:29](=[O:30])[N:20]3[CH:21]([C:5]([O:4][CH2:3][C:2]([Cl:9])([Cl:8])[Cl:1])=[O:6])[C:22]([CH3:25])([CH3:24])[S:23][C@H:19]23)[C:13](=[O:36])[C:14]2=[CH:35][CH:34]=[CH:33][CH:32]=[C:15]12. Reported procedure: 2,2,2-Trichloroethyl 6-phthalimido-2,2-dimethyl-penam-3-carboxylate is prepared by adding a solution of 11.6 g.(0.06 mole) of 2,2,2-trichloroethylchloroformate in 50 ml. of acetonitrile dropwise over a 15-minute period of a reaction mixture of 17.2 g.(0.05 mole) of 6-phthalimido-2,2-dimethyl-penam-3-carboxylic acid in 100 ml. of dimethyl formamide and 4.8 g.(0.06 mole) of pyridine at room temperature. Reactants: FC1=C(C=C(C=C1)CC=CC(C)(C(F)(F)F)C1=CC=C(C=C1)OC)OC1=CC=CC=C1 (1-(4-Fluoro-3-phenoxyphenyl)-4-(4-methoxyphenyl)-4-trifluoromethyl-2-pentene), [H][H] (hydrogen), [H][H] (hydrogen). Reagents/catalysts: [Ni] (Raney nickel). Solvent: CO (methanol). The product is FC1=C(C=C(C=C1)CCCC(C)(C(F)(F)F)C1=CC=C(C=C1)OC)OC1=CC=CC=C1 (5-(4-Fluoro-3-phenoxyphenyl)-2-(4-methoxyphenyl)-2-trifluoromethylpentane). The yield is 61.9%. RXN SMILES: [F:1][C:2]1[CH:7]=[CH:6][C:5]([CH2:8][CH:9]=[CH:10][C:11]([C:17]2[CH:22]=[CH:21][C:20]([O:23][CH3:24])=[CH:19][CH:18]=2)([C:13]([F:16])([F:15])[F:14])[CH3:12])=[CH:4][C:3]=1[O:25][C:26]1[CH:31]=[CH:30][CH:29]=[CH:28][CH:27]=1.[H][H]>CO.[Ni]>[F:1][C:2]1[CH:7]=[CH:6][C:5]([CH2:8][CH2:9][CH2:10][C:11]([C:17]2[CH:18]=[CH:19][C:20]([O:23][CH3:24])=[CH:21][CH:22]=2)([C:13]([F:16])([F:15])[F:14])[CH3:12])=[CH:4][C:3]=1[O:25][C:26]1[CH:31]=[CH:30][CH:29]=[CH:28][CH:27]=1. Reported procedure: 1-(4-Fluoro-3-phenoxyphenyl)-4-(4-methoxyphenyl)-4-trifluoromethyl-2-pentene (15.12 g; 37.76 mmol) was hydrogenated in methanol (200 ml) with hydrogen using Raney nickel (5 g) at room temperature and under atmospheric pressure. After the calculated amount of hydrogen had been taken up, the catalyst was filtered off and the solvent removed under reduced pressure. After chromatography on silica gel using ethyl acetate/hexane as eluant, there was obtained a 10.1 g of product (=61.8% of theory).